Dataset: the Open Reaction Database (ORD), a public repository of structured organic reaction records. Task: describe an organic reaction: reactants, conditions, products, and yield Reactants: Cc1ccc(N=C=O)cc1, CNC(=O)c1sc(C(C)(C)C)cc1N, Cc1ccccc1. Yields the product CNC(=O)c1sc(C(C)(C)C)cc1NC(=O)Nc1ccc(C)cc1. RXN SMILES: [CH3:15][c:16]1[cH:17][cH:18][c:19]([N:22]=[C:23]=[O:24])[cH:20][cH:21]1.[CH3:1][NH:2][C:3](=[O:4])[c:5]1[s:6][c:7]([C:11]([CH3:12])([CH3:13])[CH3:14])[cH:8][c:9]1[NH2:10].[CH3:25][c:26]1[cH:27][cH:28][cH:29][cH:30][cH:31]1>>[CH3:1][NH:2][C:3](=[O:4])[c:5]1[s:6][c:7]([C:11]([CH3:12])([CH3:13])[CH3:14])[cH:8][c:9]1[NH:10][C:23]([NH:22][c:19]1[cH:18][cH:17][c:16]([CH3:15])[cH:21][cH:20]1)=[O:24]. Starting materials: O=C(O)c1cccc(Cl)c1, NCC1C2CC2CN1C(=O)c1nc(N)sc1-c1cccc(F)c1. The product is Nc1nc(C(=O)N2CC3CC3C2CNC(=O)c2cccc(Cl)c2)c(-c2cccc(F)c2)s1. Reaction SMILES: [Cl:24][c:25]1[cH:26][c:27]([C:28](=[O:29])[OH:30])[cH:31][cH:32][cH:33]1.[NH2:1][c:2]1[s:3][c:4](-[c:17]2[cH:18][c:19]([F:23])[cH:20][cH:21][cH:22]2)[c:5]([C:7](=[O:8])[N:9]2[CH:10]([CH2:15][NH2:16])[CH:11]3[CH2:12][CH:13]3[CH2:14]2)[n:6]1>>[NH2:1][c:2]1[s:3][c:4](-[c:17]2[cH:18][c:19]([F:23])[cH:20][cH:21][cH:22]2)[c:5]([C:7](=[O:8])[N:9]2[CH:10]([CH2:15][NH:16][C:28]([c:27]3[cH:26][c:25]([Cl:24])[cH:33][cH:32][cH:31]3)=[O:29])[CH:11]3[CH2:12][CH:13]3[CH2:14]2)[n:6]1. Reactants: CCOC(=O)CCCCBr, O=C([O-])[O-], CN(C)C=O, [K+], [K+], O=C1CCC(=O)N1, O. The product is CCOC(=O)CCCCN1C(=O)CCC1=O. Reaction SMILES: [Br:19][CH2:20][CH2:21][CH2:22][CH2:23][C:24](=[O:25])[O:26][CH2:27][CH3:28].[C:13](=[O:14])([O-:15])[O-:16].[CH3:1][N:2]([CH3:3])[CH:4]=[O:5].[K+:17].[K+:18].[O:6]=[C:7]1[CH2:8][CH2:9][C:10](=[O:11])[NH:12]1.[OH2:29]>>[O:6]=[C:7]1[CH2:8][CH2:9][C:10](=[O:11])[N:12]1[CH2:20][CH2:21][CH2:22][CH2:23][C:24](=[O:25])[O:26][CH2:27][CH3:28]. Starting materials: C(C)OC1=CC=C(C=C1)C#C (1-ethoxy-4-ethynyl-benzene), C(C)(C)(C)OC(NC(C)C1=CC=C(C=C1)Br)=O ([1-(4-Bromo-phenyl)-ethyl]-carbamic acid tert-butyl ester), TEA. Reagents/catalysts: C=1C=CC(=CC1)[P](C=2C=CC=CC2)(C=3C=CC=CC3)[Pd]([P](C=4C=CC=CC4)(C=5C=CC=CC5)C=6C=CC=CC6)([P](C=7C=CC=CC7)(C=8C=CC=CC8)C=9C=CC=CC9)[P](C=1C=CC=CC1)(C=1C=CC=CC1)C=1C=CC=CC1 (Pd(PPh3)4), [Cu]I (CuI). Solvent: C(C)#N (ACN). Run at temperature 65 celsius. Product: C(C)(C)(C)OC(NC(C)C1=CC=C(C=C1)C#CC1=CC=C(C=C1)OCC)=O ({1-[4-(4-Ethoxy-phenylethynyl)-phenyl]ethyl}-carbamic acid tert-butylester). Reaction SMILES: [CH2:1]([O:3][C:4]1[CH:9]=[CH:8][C:7]([C:10]#[CH:11])=[CH:6][CH:5]=1)[CH3:2].[C:12]([O:16][C:17](=[O:28])[NH:18][CH:19]([C:21]1[CH:26]=[CH:25][C:24](Br)=[CH:23][CH:22]=1)[CH3:20])([CH3:15])([CH3:14])[CH3:13]>C1C=CC([P]([Pd]([P](C2C=CC=CC=2)(C2C=CC=CC=2)C2C=CC=CC=2)([P](C2C=CC=CC=2)(C2C=CC=CC=2)C2C=CC=CC=2)[P](C2C=CC=CC=2)(C2C=CC=CC=2)C2C=CC=CC=2)(C2C=CC=CC=2)C2C=CC=CC=2)=CC=1.[Cu]I.C(#N)C>[C:12]([O:16][C:17](=[O:28])[NH:18][CH:19]([C:21]1[CH:22]=[CH:23][C:24]([C:11]#[C:10][C:7]2[CH:8]=[CH:9][C:4]([O:3][CH2:1][CH3:2])=[CH:5][CH:6]=2)=[CH:25][CH:26]=1)[CH3:20])([CH3:13])([CH3:14])[CH3:15] |^1:32,34,53,72|. Reported procedure: 24.6 g (168 mmol) 1-ethoxy-4-ethynyl-benzene, 52.8 g (176 mmol) [1-(4-Bromo-phenyl)-ethyl]-carbamic acid tert-butyl ester (50.2) and 42.6 mL (307 mmol) TEA are added to 400 mL ACN. The mixture is warmed to 65° C. 8.84 g (7.65 mmol) Pd(PPh3)4 and 2.91 g (15.3 mmol) CuI are added and the reaction mixture is stirred at reflux for 2 h. The mixture is cooled to r.t. and the solvent is removed in vacuo. The crude product is purified by column chromatography (hexane/EtOAC 9:1→3:1). Reactants: C1(CC1)COC1=C(C=CC(=N1)C(=O)O)C(F)(F)F (6-cyclopropylmethoxy-5-trifluoromethyl-pyridine-2-carboxylic acid), Cl.NC(C(=O)OCC)(CC)CC (ethyl 2-amino-2-ethylbutanoate hydrochloride). Yields the product C1(CC1)COC1=C(C=CC(=N1)C(=O)NC(C(=O)OCC)(CC)CC)C(F)(F)F (Ethyl 2-(6-(cyclopropylmethoxy)-5-(trifluoromethyl)picolinamido)-2-ethylbutanoate). As a reaction SMILES: [CH:1]1([CH2:4][O:5][C:6]2[N:11]=[C:10]([C:12]([OH:14])=O)[CH:9]=[CH:8][C:7]=2[C:15]([F:18])([F:17])[F:16])[CH2:3][CH2:2]1.Cl.[NH2:20][C:21]([CH2:29][CH3:30])([CH2:27][CH3:28])[C:22]([O:24][CH2:25][CH3:26])=[O:23]>>[CH:1]1([CH2:4][O:5][C:6]2[N:11]=[C:10]([C:12]([NH:20][C:21]([CH2:27][CH3:28])([CH2:29][CH3:30])[C:22]([O:24][CH2:25][CH3:26])=[O:23])=[O:14])[CH:9]=[CH:8][C:7]=2[C:15]([F:18])([F:17])[F:16])[CH2:2][CH2:3]1 |f:1.2|. Reported procedure: The title compound was synthesized in analogy to Example 1, using 6-cyclopropylmethoxy-5-trifluoromethyl-pyridine-2-carboxylic acid (Example 113 d) and ethyl 2-amino-2-ethylbutanoate hydrochloride (CAN 1135219-29-2) as starting materials, MS (EI): m/e=403.4 [M+H]+. The product is ClC1=C(C=C(C(=C1)F)OC)N1N=NNC1=O (1-(2-chloro-4-fluoro-5-methoxyphenyl)-1,4-dihydro-5H-tetrazol-5-one). The yield is 76.7%. The reactants are ClC1=C(C=C(C(=C1)F)OC)N=C=O (2-chloro-4-fluoro-5-methoxyphenyl isocyanate), C[Si](C)(C)N=[N+]=[N-] (trimethylsilyl azide). Reaction SMILES: [Cl:1][C:2]1[CH:7]=[C:6]([F:8])[C:5]([O:9][CH3:10])=[CH:4][C:3]=1[N:11]=[C:12]=[O:13].C[Si]([N:18]=[N+:19]=[N-:20])(C)C>>[Cl:1][C:2]1[CH:7]=[C:6]([F:8])[C:5]([O:9][CH3:10])=[CH:4][C:3]=1[N:11]1[C:12](=[O:13])[NH:20][N:19]=[N:18]1. Procedure: In the manner of Example 2, Step E, the reaction of 3.2 g (0.016 mole) of 2-chloro-4-fluoro-5-methoxyphenyl isocyanate with 3.2 g (0.028 mole) of trimethylsilyl azide produced 3.0 g of 1-(2-chloro-4-fluoro-5-methoxyphenyl)-1,4-dihydro-5H-tetrazol-5-one. Starting materials: C(C)OC(C[C@H](CCC1=CC=CC=C1)NC1=C(C=CC(=C1)C)N)=O ((S)-3-(2-Amino-5-methyl-phenylamino)-5-phenyl-pentanoic acid ethyl ester), C1=CN(C=N1)C(=O)N2C=CN=C2 (CDI). Solvent: C(Cl)Cl (CH2Cl2), C1CCOC1 (THF). Reaction conditions: time 16 hour. Product: C(C)OC(C[C@H](CCC1=CC=CC=C1)N1C(NC2=C1C=C(C=C2)C)=O)=O ((S)-3-(6-Methyl-2-oxo-2,3-dihydro-benzimidazol-1-yl)-5-phenyl-pentanoic acid ethyl ester). Isolated yield 81.9%. Reaction SMILES: [CH2:1]([O:3][C:4](=[O:24])[CH2:5][C@@H:6]([NH:15][C:16]1[CH:21]=[C:20]([CH3:22])[CH:19]=[CH:18][C:17]=1[NH2:23])[CH2:7][CH2:8][C:9]1[CH:14]=[CH:13][CH:12]=[CH:11][CH:10]=1)[CH3:2].C1N=CN([C:30](N2C=NC=C2)=[O:31])C=1>C1COCC1.C(Cl)Cl>[CH2:1]([O:3][C:4](=[O:24])[CH2:5][C@@H:6]([N:15]1[C:16]2[CH:21]=[C:20]([CH3:22])[CH:19]=[CH:18][C:17]=2[NH:23][C:30]1=[O:31])[CH2:7][CH2:8][C:9]1[CH:14]=[CH:13][CH:12]=[CH:11][CH:10]=1)[CH3:2]. Procedure details: To a solution of (S)-3-(2-Amino-5-methyl-phenylamino)-5-phenyl-pentanoic acid ethyl ester (0.84 g, 2.6 mmol) in THF (15 mL) was added CDI (0.50 g, 3.1 mmol). The reaction mixture was stirred at room temperature for 16 h. When the reaction was complete, the reaction mixture was diluted with CH2Cl2 and washed with water. The organic phase was dried over Na2SO4 and concentrated to afford 0.75 g of the desired product as a dark brown solid. The resulting residue was used for the next reaction withou... Reactants: CC(C)(C)OC(=O)ON=C(C(N)=O)c1ccccc1, Cl, O=C1CNCCN1Cc1ccccc1, c1ccccc1. The product is CC(C)(C)OC(=O)N1CCN(Cc2ccccc2)C(=O)C1. As a reaction SMILES: [C:16]([CH3:17])([CH3:18])([CH3:19])[O:20][C:21](=[O:22])[O:23][N:24]=[C:25]([c:26]1[cH:27][cH:28][cH:29][cH:30][cH:31]1)[C:32]([NH2:33])=[O:34].[ClH:1].[c:2]1([CH2:8][N:9]2[C:10](=[O:15])[CH2:11][NH:12][CH2:13][CH2:14]2)[cH:3][cH:4][cH:5][cH:6][cH:7]1.[cH:35]1[cH:36][cH:37][cH:38][cH:39][cH:40]1>>[c:2]1([CH2:8][N:9]2[C:10](=[O:15])[CH2:11][N:12]([C:21]([O:20][C:16]([CH3:17])([CH3:18])[CH3:19])=[O:22])[CH2:13][CH2:14]2)[cH:3][cH:4][cH:5][cH:6][cH:7]1.